Dataset: the Open Reaction Database (ORD), a public repository of structured organic reaction records. Task: describe an organic reaction: reactants, conditions, products, and yield Reactants: O=C1CCC(=O)N1Br, CC#N, Nc1cnc(OCC(F)(F)F)c(Cl)c1. The product is Nc1cc(Cl)c(OCC(F)(F)F)nc1Br. As a reaction SMILES: [Br:15][N:16]1[C:17](=[O:18])[CH2:19][CH2:20][C:21]1=[O:22].[CH3:23][C:24]#[N:25].[Cl:1][c:2]1[c:3]([O:9][CH2:10][C:11]([F:12])([F:13])[F:14])[n:4][cH:5][c:6]([NH2:8])[cH:7]1>>[Cl:1][c:2]1[c:3]([O:9][CH2:10][C:11]([F:12])([F:13])[F:14])[n:4][c:5]([Br:15])[c:6]([NH2:8])[cH:7]1. Reactants: N(N)C1=NC(=NC(=C1)N1CCOCC1)OCCN1CCOCC1 (4-[2-(4-Hydrazino-6-(morpholin-4-yl)-pyrimidin-2-yloxy)-ethyl]-morpholine), CC=1C=C2C(C(NC2=CC1)=O)=O (5-methylisatin). Reagents/catalysts: C(C)(=O)O (acetic acid). The solvent is C(C)O (ethanol). Conditions: temperature 60 celsius, time 8 hour. Yields the product N1C(CC2=CC=CC=C12)=O (1,3-dihydro-indol-2-one). As a reaction SMILES: N(C1C=C(N2CCOCC2)N=C(OCCN2CCOCC2)N=1)N.C[C:25]1[CH:26]=[C:27]2[C:31](=[CH:32][CH:33]=1)[NH:30][C:29](=[O:34])[C:28]2=O>C(O)(=O)C.C(O)C>[NH:30]1[C:31]2[C:27](=[CH:26][CH:25]=[CH:33][CH:32]=2)[CH2:28][C:29]1=[O:34]. Procedure details: 4-[2-(4-Hydrazino-6-(morpholin-4-yl)-pyrimidin-2-yloxy)-ethyl]-morpholine (80 mg; ¼ mmol) was added to a flask along with 5-methylisatin (53 mg; ⅓ mmol) and ethanol (4 mL). One drop of acetic acid was added, and the reaction was stirred overnight at 60° C. The mixture was then filtered and the precipitate was washed with ethanol (1 mL) and dried to give 5-methyl-3-{[6-morpholin-4-yl-2-(2-morpholin-4-yl-ethoxy)-pyrimidin-4-yl]-hydrazono)}-1,3-dihydro-indol-2-one.